From a dataset of the Open Reaction Database (ORD), a public repository of structured organic reaction records. describe an organic reaction: reactants, conditions, products, and yield Reactants: Cn1c(C(F)(F)F)cc(=O)n(-c2c(F)cc(Br)c3c2OC(C)(C)O3)c1=O, CN(C)C=O, Cl, N#C[Cu], O. The product is Cn1c(C(F)(F)F)cc(=O)n(-c2c(F)cc(C#N)c3c2OC(C)(C)O3)c1=O. As a reaction SMILES: [Br:1][c:2]1[cH:3][c:4]([F:26])[c:5](-[n:13]2[c:14](=[O:25])[n:15]([CH3:24])[c:16]([C:20]([F:21])([F:22])[F:23])[cH:17][c:18]2=[O:19])[c:6]2[c:7]1[O:8][C:9]([CH3:11])([CH3:12])[O:10]2.[CH3:30][N:31]([CH3:32])[CH:33]=[O:34].[ClH:35].[Cu:27][C:28]#[N:29].[OH2:36]>>[c:2]1([C:28]#[N:29])[cH:3][c:4]([F:26])[c:5](-[n:13]2[c:14](=[O:25])[n:15]([CH3:24])[c:16]([C:20]([F:21])([F:22])[F:23])[cH:17][c:18]2=[O:19])[c:6]2[c:7]1[O:8][C:9]([CH3:11])([CH3:12])[O:10]2. Reactants: CC(C)(C)c1cc(Br)cc(C(=O)O)c1, [Li]CCCC, C1CCOC1, COB(OC)OC, Cl, [Na+], [OH-], O, OO. Product: CC(C)(C)c1cc(O)cc(C(=O)O)c1. As a reaction SMILES: [Br:1][c:2]1[cH:3][c:4]([C:5](=[O:6])[OH:7])[cH:8][c:9]([C:11]([CH3:12])([CH3:13])[CH3:14])[cH:10]1.[CH2:15]([Li:16])[CH2:17][CH2:18][CH3:19].[CH2:32]1[O:33][CH2:34][CH2:35][CH2:36]1.[CH3:20][O:21][B:22]([O:23][CH3:24])[O:25][CH3:26].[ClH:31].[Na+:28].[OH-:27].[OH2:37].[OH:29][OH:30]>>[c:2]1([OH:21])[cH:3][c:4]([C:5](=[O:6])[OH:7])[cH:8][c:9]([C:11]([CH3:12])([CH3:13])[CH3:14])[cH:10]1. The reactants are CC(C)C(C(=O)OC(C#N)c1cccc(Oc2ccccc2)c1)c1ccc(Cl)cc1, CCO, O=[Pt]. The product is CC(C)C(C(=O)O)c1ccc(Cl)cc1. Reaction SMILES: [CH3:1][CH:2]([CH3:3])[CH:4]([C:5](=[O:6])[O:7][CH:8]([c:9]1[cH:10][c:11]([O:12][c:13]2[cH:14][cH:15][cH:16][cH:17][cH:18]2)[cH:19][cH:20][cH:21]1)[C:22]#[N:23])[c:24]1[cH:25][cH:26][c:27]([Cl:28])[cH:29][cH:30]1.[CH3:31][CH2:32][OH:33].[Pt:34]=[O:35]>>[CH3:1][CH:2]([CH3:3])[CH:4]([C:5](=[O:6])[OH:7])[c:24]1[cH:25][cH:26][c:27]([Cl:28])[cH:29][cH:30]1. Reactants: Cl (Hydrochloric acid), C(=CCCCC)C=1C=C(C=CC1OC)C=1OCC(N1)(C)C (2-[3-(1-hexenyl)-4-methoxyphenyl]-4,4-dimethyl-4,5-dihydrooxazole), [Cl-].[Na+].O (brine). Procedure details: 6N Hydrochloric acid (20 ml) was added to 2-[3-(1-hexenyl)-4-methoxyphenyl]-4,4-dimethyl-4,5-dihydrooxazole (583 mg, 2.03 mmol), and the mixture was refluxed under heating for 4 hours. Saturated saturated brine (30 ml) was added to this solution, and the aqueous layer was extracted 3 times with ethyl acetate (50 ml). The organic layers were combined, and dried over anhydrous magnesium sulfate. The drying agent was filtered off, and the filtrate was concentrated under reduced pressure. The obtain... The yield is 35.0%. The product is C(=CCCCC)C=1C=C(C(=O)O)C=CC1OC (3-(1-hexenyl)-4-methoxybenzoic acid). RXN SMILES: Cl.[CH:2]([C:8]1[CH:9]=[C:10]([C:16]2[O:17]CC(C)(C)N=2)[CH:11]=[CH:12][C:13]=1[O:14][CH3:15])=[CH:3][CH2:4][CH2:5][CH2:6][CH3:7].[Cl-].[Na+].[OH2:25]>>[CH:2]([C:8]1[CH:9]=[C:10]([CH:11]=[CH:12][C:13]=1[O:14][CH3:15])[C:16]([OH:17])=[O:25])=[CH:3][CH2:4][CH2:5][CH2:6][CH3:7] |f:2.3.4|.